This data is from the Open Reaction Database (ORD), a public repository of structured organic reaction records. The task is: describe an organic reaction: reactants, conditions, products, and yield The reactants are COC1=CC=C(N=N1)N1CCC(CC1)CCO (1-(6-methoxy-3-pyridazinyl)-4-piperidineethanol), ClCCl (dichloromethane), S(=O)(Cl)Cl (thionyl chloride). Run in O (water). Conditions: time 8 hour. The product is ClCCC1CCN(CC1)C=1N=NC(=CC1)OC (3-[4-(2-chloroethyl)-1-piperidinyl]-6-methoxypyridazine). Reaction SMILES: [CH3:1][O:2][C:3]1[N:8]=[N:7][C:6]([N:9]2[CH2:14][CH2:13][CH:12]([CH2:15][CH2:16]O)[CH2:11][CH2:10]2)=[CH:5][CH:4]=1.[Cl:18]CCl.S(Cl)(Cl)=O>O>[Cl:18][CH2:16][CH2:15][CH:12]1[CH2:13][CH2:14][N:9]([C:6]2[N:7]=[N:8][C:3]([O:2][CH3:1])=[CH:4][CH:5]=2)[CH2:10][CH2:11]1. Procedure details: A solution of 7.3 parts of 1-(6-methoxy-3-pyridazinyl)-4-piperidineethanol in 130 parts of dichloromethane was added dropwise to 7.3 parts of thionyl chloride at room temperature. Upon complete addition, stirring was continued overnight at room temperature. The residue was taken up in water and the product was extracted with dichloromethane. The extract was dried, filtered and evaporated, yielding a first fraction of 1.8 parts of 3-[4-(2-chloroethyl)-1-piperidinyl]-6-methoxypyridazine. The aqueo... The reactants are Cl.Cl.C(C1=CC=CC=C1)N1CCN(CC1)CCN1C(OCC1)=O (3-[2-(4-benzyl-1-piperazinyl)-ethyl]-2 -oxazolidinone dihydrochloride), [H][H] (hydrogen). Reagents/catalysts: [Pd] (palladium/carbon). The solvent is CO (methanol). Yields the product N1(CCNCC1)CCN1C(OCC1)=O (3-[2-(1-piperazinyl)-ethyl]-2-oxazolidinone). RXN SMILES: Cl.Cl.C([N:10]1[CH2:15][CH2:14][N:13]([CH2:16][CH2:17][N:18]2[CH2:22][CH2:21][O:20][C:19]2=[O:23])[CH2:12][CH2:11]1)C1C=CC=CC=1.[H][H]>CO.[Pd]>[N:13]1([CH2:16][CH2:17][N:18]2[CH2:22][CH2:21][O:20][C:19]2=[O:23])[CH2:14][CH2:15][NH:10][CH2:11][CH2:12]1 |f:0.1.2|. Procedure: 291 g of 3-[2-(4-benzyl-1-piperazinyl)-ethyl]-2 -oxazolidinone dihydrochloride in 7 litres of methanol are hydrogenated in the presence of 70 g of palladium/carbon (5%) at 50° C and 10 atmospheres of hydrogen. The mixture is filtered and concentrated under reduced pressure. The residue is treated with sodium hydroxide, extracted with chloroform, filtered through diatomaceous earth and concentrated. There is obtained 3-[2-(1-piperazinyl)-ethyl]-2-oxazolidinone as a yellow oil. The dihydrochloride... Reaction conditions: time 8 hour. The product is C(C1=CC=CC=C1)N1C(C(CC1=O)CO)C1=C(C=CC=C1Cl)Cl (1-Benzyl-2-(2,6-dichlorophenyl)-3-hydroxymethyl-pyrrolidin-5-one). The solvent is CO (methanol). Reported procedure: To 580 ml of methanol was added 72 g. of sodium borohydride at 0°-5°. After the addition, 40 g of methyl 1-benzyl-2-(2,6-dichlorophenyl)-5-oxopyrrolidin-3-carboxylate was then added in portions at 0°-5°. The reaction was stirred at 10°-15° and then left standing overnight at ambient temperature. After concentrating the mixture in vacuo to a solid, the crude product was suspended in water at 50° and stirred for 30 minutes. The resulting solid was collected by filtration and dissolved in chlorofor... Reactants: [BH4-].[Na+] (sodium borohydride), C(C1=CC=CC=C1)N1C(C(CC1=O)C(=O)OC)C1=C(C=CC=C1Cl)Cl (methyl 1-benzyl-2-(2,6-dichlorophenyl)-5-oxopyrrolidin-3-carboxylate). As a reaction SMILES: [BH4-].[Na+].[CH2:3]([N:10]1[C:14](=[O:15])[CH2:13][CH:12]([C:16](OC)=[O:17])[CH:11]1[C:20]1[C:25]([Cl:26])=[CH:24][CH:23]=[CH:22][C:21]=1[Cl:27])[C:4]1[CH:9]=[CH:8][CH:7]=[CH:6][CH:5]=1>CO>[CH2:3]([N:10]1[C:14](=[O:15])[CH2:13][CH:12]([CH2:16][OH:17])[CH:11]1[C:20]1[C:21]([Cl:27])=[CH:22][CH:23]=[CH:24][C:25]=1[Cl:26])[C:4]1[CH:5]=[CH:6][CH:7]=[CH:8][CH:9]=1 |f:0.1|. Yield: 129.6%. Starting materials: BrC=1C(=C(C=C(C=O)C1)OC)O (5-bromovanillin), C(=O)([O-])[O-].[Cs+].[Cs+] (Cs2CO3), BrCCOC (2-bromoethylmethyl ether). The solvent is CN(C)C=O (DMF). Run at temperature 75 celsius. Yields the product BrC=1C=C(C=O)C=C(C1OCCOC)OC (3-Bromo-4-(2-methoxyethoxy)-5-methoxybenzaldehyde). As a reaction SMILES: [Br:1][C:2]1[C:3]([OH:12])=[C:4]([O:10][CH3:11])[CH:5]=[C:6]([CH:9]=1)[CH:7]=[O:8].C([O-])([O-])=O.[Cs+].[Cs+].Br[CH2:20][CH2:21][O:22][CH3:23]>CN(C=O)C>[Br:1][C:2]1[CH:9]=[C:6]([CH:5]=[C:4]([O:10][CH3:11])[C:3]=1[O:12][CH2:20][CH2:21][O:22][CH3:23])[CH:7]=[O:8] |f:1.2.3|. Procedure details: To a 500 mL round bottomed flask with a stirring bar, reflux condenser and an argon inlet was added 5-bromovanillin (10 g, 43.28 mmol), DMF (125 mL), powdered Cs2CO3 (28.2 g, 86.56 mmol) and 2-bromoethylmethyl ether (5.08 mL, 54.10 mmol). This well stirred mixture was heated at 75° C. for 24 h. The cooled mixture was filtered through a frit to remove the cesium salts and the filtrate was concentrated in vacuo. The residue was dissolved in EtOAc and washed with water and brine. Drying (MgSO4), fi... Reactants: C(CC)(=O)Cl (propionyl chloride), NC1=NC(=CC(N1N)=O)C (2,3-diamino-6-methyl-4(3H)-pyrimidinone). Solvent: O1CCOCC1 (1,4-dioxane), CN(C=O)C (N,N-dimethylformamide). Yields the product OC1=CC(=NC=2N1N=C(N2)CC)C (7-hydroxy-2-ethyl-5-methyl[1,2,4]triazolo[1,5-a]pyrimidine). As a reaction SMILES: [NH2:1][C:2]1[N:7]([NH2:8])[C:6](=[O:9])[CH:5]=[C:4]([CH3:10])[N:3]=1.[C:11](Cl)(=O)[CH2:12][CH3:13]>O1CCOCC1.CN(C)C=O>[OH:9][C:6]1[N:7]2[N:8]=[C:11]([CH2:12][CH3:13])[N:1]=[C:2]2[N:3]=[C:4]([CH3:10])[CH:5]=1. Procedure details: Intermediate 1 (0.4 g, 2.85 mmol) was allowed to react with propionyl chloride (ALDRICH, 0.372 mL, 4.28 mmol) in a mixture of 1,4-dioxane (8 mL) and N,N-dimethylformamide (2 mL) overnight under refluxing conditions. The reaction was concentrated under vacuum and the residue was purified (silica gel column, eluting with DCM:MeOH mixtures from 100:0 to 90:10%) to obtain 7-hydroxy-2-ethyl-5-methyl[1,2,4]triazolo[1,5-a]pyrimidine (Intermediate 4) as a white solid.